From a dataset of the Open Reaction Database (ORD), a public repository of structured organic reaction records. describe an organic reaction: reactants, conditions, products, and yield The reactants are IC (iodomethane), C(C)OCC (diethyl ether), O1CCC(C2=CC=CC=C12)=O (2,3-dihydro-4H-chromen-4-one), IC (iodomethane), O1CCCC1 (tetrahydrofuran), CC(C)([O-])C.[K+] (potassium tertiary butoxide). Solvent: O (water). Conditions: time 4 hour. The product is CC1(COC2=CC=CC=C2C1=O)C (3,3-dimethyl-2,3-dihydro-4H-chromen-4-one). Yield: 59.1%. RXN SMILES: [O:1]1[C:10]2[C:5](=[CH:6]C=CC=2)[C:4](=O)CC1.IC.C[C:15]([CH3:18])([O-:17])[CH3:16].[K+].[CH2:20](OCC)C.O1C[CH2:28][CH2:27][CH2:26]1>O>[CH3:20][C:5]1([CH3:4])[C:10](=[O:1])[C:18]2[C:15](=[CH:16][CH:26]=[CH:27][CH:28]=2)[O:17][CH2:6]1 |f:2.3|. Reported procedure: To a cooled (−10 to 0° C. bath temperature) solution of 2,3-dihydro-4H-chromen-4-one (8.0 grams, 0.054 mole) and iodomethane (22.8 grams, 10 ml, 0.16 mole) in anhydrous tetrahydrofuran (150 ml) was added portion-wise potassium tertiary butoxide (30 grams, 0.27 mole) under an argon atmosphere. During this process, the temperature was kept between −10 to 0° C. to avoid exothermic reaction. The cooling bath was removed, and the resulting mixture was warmed to room temperature. The mixture was heate...